This data is from the Open Reaction Database (ORD), a public repository of structured organic reaction records. The task is: describe an organic reaction: reactants, conditions, products, and yield The reactants are CC1CN(c2ccc3c4c(cccc24)CC3)CCN1, CS(=O)(=O)[O-], CS(=O)(=O)OCCC1OCCc2cc(C(N)=O)ccc21, NC(=O)c1ccc2c(c1)COC2CCO, O=[SH](=O)[O-]. Yields the product CC1CN(c2ccc3c4c(cccc24)CC3)CCN1CCC1OCc2cc(C(N)=O)ccc21. As a reaction SMILES: [CH2:45]1[CH2:46][c:47]2[cH:48][cH:49][c:50]([N:57]3[CH2:58][CH:59]([CH3:63])[NH:60][CH2:61][CH2:62]3)[c:51]3[cH:52][cH:53][cH:54][c:55]1[c:56]23.[CH3:16][S:17](=[O:18])(=[O:19])[O-:20].[CH3:21][S:22]([O:23][CH2:24][CH2:25][CH:26]1[c:27]2[cH:28][cH:29][c:30]([C:31]([NH2:32])=[O:33])[cH:34][c:35]2[CH2:36][CH2:37][O:38]1)(=[O:39])=[O:40].[OH:1][CH2:2][CH2:3][CH:4]1[O:5][CH2:6][c:7]2[c:8]1[cH:9][cH:10][c:11]([C:13](=[O:14])[NH2:15])[cH:12]2.[SH:41](=[O:42])(=[O:43])[O-:44]>>[CH2:2]([CH2:3][CH:4]1[O:5][CH2:6][c:7]2[c:8]1[cH:9][cH:10][c:11]([C:13](=[O:14])[NH2:15])[cH:12]2)[N:60]1[CH:59]([CH3:63])[CH2:58][N:57]([c:50]2[cH:49][cH:48][c:47]3[c:56]4[c:51]2[cH:52][cH:53][cH:54][c:55]4[CH2:45][CH2:46]3)[CH2:62][CH2:61]1.